This data is from the Open Reaction Database (ORD), a public repository of structured organic reaction records. The task is: describe an organic reaction: reactants, conditions, products, and yield Starting materials: BrC=1C=C(C(=O)O)C(=CN1)F (2-bromo-5-fluoroisonicotinic acid), S(=O)(Cl)Cl (thionyl dichloride), CO (methanol). Reaction conditions: time 8 hour. Yields the product BrC=1C=C(C(=O)OC)C(=CN1)F (methyl 2-bromo-5-fluoroisonicotinate). Isolated yield 81.0%. Reaction SMILES: [Br:1][C:2]1[CH:3]=[C:4]([C:8]([F:11])=[CH:9][N:10]=1)[C:5]([OH:7])=[O:6].S(Cl)(Cl)=O.[CH3:16]O>>[Br:1][C:2]1[CH:3]=[C:4]([C:8]([F:11])=[CH:9][N:10]=1)[C:5]([O:7][CH3:16])=[O:6]. Procedure: To a solution of 2-bromo-5-fluoroisonicotinic acid (1.5 g, 6.82 mmol) in methanol (75 ml), thionyl dichloride (2.5 ml, 34.09 mmol) was added drop-wise. The reaction mixture was stirred overnight. The solvent was removed under high vacuum. The residual solid was distilled at 90° C. under vacuum to get 1.3 g (81%) of pure methyl 2-bromo-5-fluoroisonicotinate: The reactants are COC=1C=C(C=CC1)CC#N ((3-methoxyphenyl)acetonitrile), IC (iodomethane), C[Si](C)(C)[N-][Si](C)(C)C.[Na+] (sodium bis(trimethylsilyl)amide). The solvent is C1CCOC1 (THF). Reaction conditions: time 1 hour. Yields the product COC=1C=C(C=CC1)C(C#N)C (2-(3-Methoxy-phenyl)-propionitrile). As a reaction SMILES: [CH3:1][O:2][C:3]1[CH:4]=[C:5]([CH2:9][C:10]#[N:11])[CH:6]=[CH:7][CH:8]=1.IC.[CH3:14][Si]([N-][Si](C)(C)C)(C)C.[Na+]>C1COCC1>[CH3:1][O:2][C:3]1[CH:4]=[C:5]([CH:9]([CH3:14])[C:10]#[N:11])[CH:6]=[CH:7][CH:8]=1 |f:2.3|. Reported procedure: To (3-methoxyphenyl)acetonitrile (1.0 g, 6.79 mmol) and iodomethane (0.42 mL, 6.79 mmol) in THF (10 mL) at 0° C. was added sodium bis(trimethylsilyl)amide (1M in THF; 6.8 mL, 6.8 mmol). The reaction was warmed to room temperature and stirred for 1 hour. The mixture was partitioned between H2O and EtOAc and acidified with 1N aqueous HCl, and then extracted with EtOAc. The combined organic layers were dried over MgSO4, filtered, and concentrated to give the desired product. Starting materials: CO, COC(=O)c1ccc(C=C(Cn2ccnc2)c2nccs2)cc1-c1ccccc1. Yields the product COC(=O)c1ccc(CC(Cn2ccnc2)c2nccs2)cc1-c1ccccc1. RXN SMILES: [CH3:30][OH:31].[n:1]1([CH2:6][C:7](=[CH:8][c:9]2[cH:10][c:11](-[c:19]3[cH:20][cH:21][cH:22][cH:23][cH:24]3)[c:12]([C:13](=[O:14])[O:15][CH3:16])[cH:17][cH:18]2)[c:25]2[s:26][cH:27][cH:28][n:29]2)[cH:2][n:3][cH:4][cH:5]1>>[n:1]1([CH2:6][CH:7]([CH2:8][c:9]2[cH:10][c:11](-[c:19]3[cH:20][cH:21][cH:22][cH:23][cH:24]3)[c:12]([C:13](=[O:14])[O:15][CH3:16])[cH:17][cH:18]2)[c:25]2[s:26][cH:27][cH:28][n:29]2)[cH:2][n:3][cH:4][cH:5]1. Reactants: Cc1ccccc1, COc1cccc(SC(C)CC(O)CC(C)=O)c1, Cc1ccc(S(=O)(=O)O)cc1. Yields the product COc1cccc(SC(C)CC=CC(C)=O)c1. Reaction SMILES: [CH3:30][c:31]1[cH:32][cH:33][cH:34][cH:35][cH:36]1.[OH:1][CH:2]([CH2:3][C:4]([CH3:5])=[O:6])[CH2:7][CH:8]([CH3:9])[S:10][c:11]1[cH:12][c:13]([O:17][CH3:18])[cH:14][cH:15][cH:16]1.[c:19]1([CH3:20])[cH:21][cH:22][c:23]([S:24]([OH:25])(=[O:26])=[O:27])[cH:28][cH:29]1>>[CH:2](=[CH:3][C:4]([CH3:5])=[O:6])[CH2:7][CH:8]([CH3:9])[S:10][c:11]1[cH:12][c:13]([O:17][CH3:18])[cH:14][cH:15][cH:16]1. Reactants: ClC=1C=CC(=C(C=O)C1)[N+](=O)[O-] (5-chloro-2-nitrobenzaldehyde), [F-].[K+] (potassium fluoride), O (water). Solvent: CC(=O)N(C)C (dimethylacetamide). Yields the product FC=1C=CC(=C(C=O)C1)[N+](=O)[O-] (5-fluoro-2-nitrobenzaldehyde). The yield is 71.0%. Reaction SMILES: Cl[C:2]1[CH:3]=[CH:4][C:5]([N+:10]([O-:12])=[O:11])=[C:6]([CH:9]=1)[CH:7]=[O:8].[F-:13].[K+].O>CC(N(C)C)=O>[F:13][C:2]1[CH:3]=[CH:4][C:5]([N+:10]([O-:12])=[O:11])=[C:6]([CH:9]=1)[CH:7]=[O:8] |f:1.2|. Procedure: 37 g (0.2 mol) of 5-chloro-2-nitrobenzaldehyde and 23.2 g (0.4 mol) of potassium fluoride in 300 ml of dimethylacetamide are stirred for 3 hours at 150° C. The solvent is then stripped off in vacuo and the residue is stirred with 200 ml of water. The aldehyde is extracted with methylene chloride, and the organic phase is separated off, dried and evaporated down. 24 g of 5-fluoro-2-nitrobenzaldehyde with a content of 86% are obtained. Run in C(Cl)Cl (CH2Cl2). RXN SMILES: C[O:2][C:3]1[CH:8]=[CH:7][C:6]([C:9]2[S:10][CH:11]=[CH:12][CH:13]=2)=[CH:5][CH:4]=1.B(Br)(Br)Br.C([O-])(O)=O.[Na+]>C(Cl)Cl>[S:10]1[CH:11]=[CH:12][CH:13]=[C:9]1[C:6]1[CH:7]=[CH:8][C:3]([OH:2])=[CH:4][CH:5]=1 |f:2.3|. Procedure details: To a −78° C. solution of 2-(4-methoxyphenyl)thiophene (0.501 g, 2.64 mmol) in anh. CH2Cl2 (40 mL) was added a solution of BBr3 (1M in CH2Cl2, 6.6 mL, 6.6 mmol), keeping the temperature below −60° C. The reaction mixture was allowed to warm to room temperature and stirred overnight. The resulting mixture cooled to 0° C. and treated with a saturated NaHCO3 solution. After separation the aqueous layer was extracted with CH2Cl2 and EtOAc. The combined organic layers were washed with a saturated NaCl... Reaction conditions: time 8 hour. The product is S1C(=CC=C1)C1=CC=C(C=C1)O (4-(2-thienyl)phenol). Reactants: COC1=CC=C(C=C1)C=1SC=CC1 (2-(4-methoxyphenyl)thiophene), B(Br)(Br)Br (BBr3), C(=O)(O)[O-].[Na+] (NaHCO3).